From a dataset of the Open Reaction Database (ORD), a public repository of structured organic reaction records. describe an organic reaction: reactants, conditions, products, and yield Reactants: CC(C)(C)OC(=O)N1CCNCC1, COC(=O)C1=C(C=C(C=C1)Br)Cl. Reagents/catalysts: C(=O)([O-])[O-].[Cs+].[Cs+], C1=CC=C(C=C1)P(C2=CC=CC=C2)C3=C(C4=CC=CC=C4C=C3)C5=C(C=CC6=CC=CC=C65)P(C7=CC=CC=C7)C8=CC=CC=C8, CC(=O)O.CC(=O)O.[Pd]. Run in CC1=CC=CC=C1. Reaction conditions: temperature 80 celsius. The product is CC(C)(C)OC(=O)N1CCN(CC1)C2=CC(=C(C=C2)C(=O)OC)Cl. Yield: 90.9%. Procedure: To a solution of palladium acetate (18.00 mg, 0.08 mmol) in dry toluene (16 mL) under nitrogen was added BINAP (100 mg, 0.16 mmol). The reaction was heated to 80 °C and stirred for 10 min. To the reaction was then added tert- butyl piperazine-1-carboxylate (299 mg, 1.60 mmol), cesium carbonate (261 mg, 0.80 mmol), potassium carbonate (222 mg, 1.60 mmol), 18-crown-6 (42.4 mg, 0.16 mmol) and methyl 4-bromo-2-chlorobenzoate (400 mg, 1.60 mmol). The reaction was stirred at 80°C overnight, filtered t...